Dataset: the Open Reaction Database (ORD), a public repository of structured organic reaction records. Task: describe an organic reaction: reactants, conditions, products, and yield Reactants: C[O-], CO, [Na+], CC(Nc1nc(Cl)cc(-n2cnc3ccccc32)n1)c1ccccc1. Product: COc1cc(-n2cnc3ccccc32)nc(NC(C)c2ccccc2)n1. RXN SMILES: [CH3:26][O-:27].[CH3:29][OH:30].[Na+:28].[c:1]1([CH:7]([CH3:8])[NH:9][c:10]2[n:11][c:12]([Cl:25])[cH:13][c:14](-[n:16]3[cH:17][n:18][c:19]4[c:20]3[cH:21][cH:22][cH:23][cH:24]4)[n:15]2)[cH:2][cH:3][cH:4][cH:5][cH:6]1>>[c:1]1([CH:7]([CH3:8])[NH:9][c:10]2[n:11][c:12]([O:27][CH3:26])[cH:13][c:14](-[n:16]3[cH:17][n:18][c:19]4[c:20]3[cH:21][cH:22][cH:23][cH:24]4)[n:15]2)[cH:2][cH:3][cH:4][cH:5][cH:6]1. Reactants: FC=1C(NC(NC1)=O)=O (5-fluorouracil), [H-].[Na+] (sodium hydride), C(C)N(C(=O)Cl)CC (N,N-diethylcarbamoyl chloride). Solvent: CC(=O)N(C)C (dimethyl acetamide), CC(=O)N(C)C (dimethyl acetamide). Reaction conditions: temperature 30 celsius, time 5 hour. Product: C(C)N(C(=O)N1C(=O)NC(=O)C(=C1)F)CC (1-(N,N-diethylcarbamoyl)-5-fluorouracil). Yield: 75.5%. Reaction SMILES: [F:1][C:2]1[C:3](=[O:9])[NH:4][C:5](=[O:8])[NH:6][CH:7]=1.[H-].[Na+].[CH2:12]([N:14]([CH2:18][CH3:19])[C:15](Cl)=[O:16])[CH3:13]>CC(N(C)C)=O>[CH2:12]([N:14]([CH2:18][CH3:19])[C:15]([N:6]1[CH:7]=[C:2]([F:1])[C:3](=[O:9])[NH:4][C:5]1=[O:8])=[O:16])[CH3:13] |f:1.2|. Procedure details: 1.3 g. (0.01 mole) of 5-fluorouracil was dissolved in 20 ml. of dimethyl acetamide and then 0.48 g. (0.01 mole) of 50% sodium hydride was added thereto. Subsequently, 1.36 g. (0.01 mole) of N,N-diethylcarbamoyl chloride in 5 ml. of dimethyl acetamide was added dropwise at 30° C. After stirring at 30° C. for 5 hours, the reaction mixture was allowed to stand overnight at room temperature. The reaction mixture was filtered and the resultant filtrate was evaporated under reduced pressure. The resid... The reactants are C(C(=O)O)(=O)O (oxalic acid), OC(CCCC)C1C(CCC1)=O (2-(1-hydroxy-n-pentyl)cyclopentanone), C(CCCC)=C1C(CCC1)=O (2-pentylidene cyclopentanone). The product is O=C1C(C(CC1)CC(=O)OC)CCCCC (methyl 3-oxo-2-pentylcyclopentylacetate). As a reaction SMILES: [C:1](O)(=O)[C:2]([OH:4])=[O:3].O[CH:8]([CH:13]1[CH2:17][CH2:16][CH2:15][C:14]1=[O:18])[CH2:9][CH2:10][CH2:11][CH3:12].[CH:19](=C1CCCC1=O)CCCC>>[O:18]=[C:14]1[CH2:15][CH2:16][CH:17]([CH2:1][C:2]([O:4][CH3:19])=[O:3])[CH:13]1[CH2:8][CH2:9][CH2:10][CH2:11][CH3:12]. Reported procedure: The reaction in Comparative Example 1 was carried out 3 times, the product was distilled to recover cyclopentanone and water, then 0.0206 mol oxalic acid was added to 1.11 mol 2-(1-hydroxy-n-pentyl)cyclopentanone and 0.012 mol 2-pentylidene cyclopentanone from the product, and the mixture was reacted at 120° C. Thereafter, the reaction was carried out in the same manner as in Example 7, to give methyl 3-oxo-2-pentylcyclopentylacetate. As a result, the yield in the whole process was 28%. Reactants: BrCC1CSC=2C=NC3=CC=C(C=C3C2C1)OC (3-bromomethyl-6-methoxy-3,4-dihydro-2H-1-thia-9-aza-phenanthrene), C(C)(C)(C)OC(=O)N1CC(C1)N (3-amino-azetidine-1-carboxylic acid tert-butyl ester), O=C1CSC2=C(N1)C=C(C=C2)C(=O)O (3-oxo-3,4-dihydro-2H-benzo[1,4]thiazine-6-carboxylic acid). Product: COC=1C=C2C=3CC(CSC3C=NC2=CC1)CN1CC(C1)NC(=O)C=1C=CC2=C(NC(CS2)=O)C1 (3-oxo-3,4-dihydro-2H-benzo[1,4]thiazine-6-carboxylic acid [1-(6-methoxy-3,4-dihydro-2H-1-thia-9-aza-phenanthren-3-ylmethyl)-azetidin-3-yl]-amide). Reaction SMILES: Br[CH2:2][CH:3]1[CH2:16][C:15]2[C:14]3[C:9](=[CH:10][CH:11]=[C:12]([O:17][CH3:18])[CH:13]=3)[N:8]=[CH:7][C:6]=2[S:5][CH2:4]1.C(OC([N:26]1[CH2:29][CH:28]([NH2:30])[CH2:27]1)=O)(C)(C)C.[O:31]=[C:32]1[NH:37][C:36]2[CH:38]=[C:39]([C:42](O)=[O:43])[CH:40]=[CH:41][C:35]=2[S:34][CH2:33]1>>[CH3:18][O:17][C:12]1[CH:13]=[C:14]2[C:9](=[CH:10][CH:11]=1)[N:8]=[CH:7][C:6]1[S:5][CH2:4][CH:3]([CH2:2][N:26]3[CH2:27][CH:28]([NH:30][C:42]([C:39]4[CH:40]=[CH:41][C:35]5[S:34][CH2:33][C:32](=[O:31])[NH:37][C:36]=5[CH:38]=4)=[O:43])[CH2:29]3)[CH2:16][C:15]2=1. Procedure details: The titled compound is prepared as an off-white lyophilized powder following Scheme 1 and in analogy to Example 1 using 3-bromomethyl-6-methoxy-3,4-dihydro-2H-1-thia-9-aza-phenanthrene, 3-amino-azetidine-1-carboxylic acid tert-butyl ester and 3-oxo-3,4-dihydro-2H-benzo[1,4]thiazine-6-carboxylic acid as starting material. The reactants are C(C)S (ethanethiol), C(C(=C)C)(=O)N=C=O (methacryloyl isocyanate), ClCCCl (1,2-dichloroethane), ClCCCl (1,2-dichloroethane). Run at time 30 minute. Yields the product C(C(=C)C)(=O)NC(OCC)=S (ethyl N-methacryloylthiocarbamate). Reaction SMILES: C([SH:3])C.[C:4]([N:9]=[C:10]=[O:11])(=[O:8])[C:5]([CH3:7])=[CH2:6].Cl[CH2:13][CH2:14]Cl>>[C:4]([NH:9][C:10](=[S:3])[O:11][CH2:13][CH3:14])(=[O:8])[C:5]([CH3:7])=[CH2:6]. Reported procedure: A solution of ethanethiol (1.24 g; 20 mmol) in 1,2-dichloroethane (12 ml) was dropwise added to a solution of methacryloyl isocyanate (2.22 g; 20 mmol) in 1,2-dichloroethane (14 ml) in 10 minutes under nitrogen stream while cooling with ice. After completion of the addition, the reaction mixture was stirred for 30 minutes. The solvent was removed by evaporation under reduced pressure to give ethyl N-methacryloylthiocarbamate (2.17 g) as a pale yellow liquid. Viscosity, 150 cp. Starting materials: FC=1C=C2OC=3C=C(C=C(C3C(C2=CC1)=O)O)N1CCOCC1 (6-Fluoro-1-hydroxy-3-morpholin-4-yl-xanthen-9-one), N1=CC=C(C=C1)CO (4-pyridylmethanol), C[Si](C)(C)[N-][Si](C)(C)C.[K+] (KHMDS). Run in CS(=O)C (DMSO). Reaction conditions: temperature 80 celsius. Product: OC1=CC(=CC=2OC3=CC(=CC=C3C(C12)=O)OCC1=CC=NC=C1)N1CCOCC1 (1-Hydroxy-3-morpholin-4-yl-6-(pyridin-4-ylmethoxy)-xanthen-9-one). As a reaction SMILES: F[C:2]1[CH:3]=[C:4]2[C:13](=[CH:14][CH:15]=1)[C:12](=[O:16])[C:11]1[C:10]([OH:17])=[CH:9][C:8]([N:18]3[CH2:23][CH2:22][O:21][CH2:20][CH2:19]3)=[CH:7][C:6]=1[O:5]2.[N:24]1[CH:29]=[CH:28][C:27]([CH2:30][OH:31])=[CH:26][CH:25]=1.C[Si]([N-][Si](C)(C)C)(C)C.[K+]>CS(C)=O>[OH:17][C:10]1[C:11]2[C:12](=[O:16])[C:13]3[C:4](=[CH:3][C:2]([O:31][CH2:30][C:27]4[CH:28]=[CH:29][N:24]=[CH:25][CH:26]=4)=[CH:15][CH:14]=3)[O:5][C:6]=2[CH:7]=[C:8]([N:18]2[CH2:23][CH2:22][O:21][CH2:20][CH2:19]2)[CH:9]=1 |f:2.3|. Reported procedure: 6-Fluoro-1-hydroxy-3-morpholin-4-yl-xanthen-9-one (16 mg, 0.05 mmol) and 4-pyridylmethanol (8 mg, 0.07 mmol) were dissolved in DMSO (0.25 mL) and KHMDS (0.5 M in toluene, 0.24 mL) was added. The reaction mixture was heated at 80° C. for 16 hours. The reaction mixture wad quenched with sat. NH4Cl/water (1:1, 2 mL) and the solids were filtered. The solid was purified via flash chromatography eluting with CH2Cl2/MeOH (98:2) to produce 3.9 mg (20%). 1H NMR (CDCl3, 400 MHz) δ: 12.80 (s, 1H), 8.66 (s,...